From a dataset of the Open Reaction Database (ORD), a public repository of structured organic reaction records. describe an organic reaction: reactants, conditions, products, and yield Reactants: CCOC(C)=O, CCOC(C)=O, CN(C(=O)OC(C)(C)C)c1cc(Oc2ccc(Cc3ccccc3)cc2)ccc1[N+](=O)[O-], CCCCCC, Cc1ccccc1. The product is CN(C(=O)OC(C)(C)C)c1cc(Oc2ccc(Cc3ccccc3)cc2)ccc1N. As a reaction SMILES: [C:33]([O:34][CH2:35][CH3:36])(=[O:37])[CH3:38].[C:46]([O:47][CH2:48][CH3:49])(=[O:50])[CH3:51].[CH2:1]([c:2]1[cH:3][cH:4][cH:5][cH:6][cH:7]1)[c:8]1[cH:9][cH:10][c:11]([O:12][c:13]2[cH:14][cH:15][c:16]([N+:28]([O-:29])=[O:30])[c:17]([N:19]([C:20]([O:21][C:22]([CH3:23])([CH3:24])[CH3:25])=[O:26])[CH3:27])[cH:18]2)[cH:31][cH:32]1.[CH3:52][CH2:53][CH2:54][CH2:55][CH2:56][CH3:57].[c:39]1([CH3:40])[cH:41][cH:42][cH:43][cH:44][cH:45]1>>[CH2:1]([c:2]1[cH:3][cH:4][cH:5][cH:6][cH:7]1)[c:8]1[cH:9][cH:10][c:11]([O:12][c:13]2[cH:14][cH:15][c:16]([NH2:28])[c:17]([N:19]([C:20]([O:21][C:22]([CH3:23])([CH3:24])[CH3:25])=[O:26])[CH3:27])[cH:18]2)[cH:31][cH:32]1. Reactants: C(=O)(OCC)N(C)CC=1SC=C(N1)C(=O)OCC (2-(N-carbethoxy-N-methylamino)methyl-4-carbethoxythiazole), [OH-].[K+] (potassium hydroxide), [H-].[Al+3].[Li+].[H-].[H-].[H-] (lithium aluminum hydride), [O-]S(=O)(=O)[O-].[Na+].[Na+] (Na2SO4). Run in O1CCCC1 (tetrahydrofuran), O1CCCC1 (tetrahydrofuran). The product is CN(C)CC=1SC=C(N1)CO (2-Dimethylaminomethyl-4-hydroxymethylthiazole). Yield: 34.8%. RXN SMILES: [H-].[Al+3].[Li+].[H-].[H-].[H-].[C:7]([N:12]([CH2:14][C:15]1[S:16][CH:17]=[C:18]([C:20](OCC)=[O:21])[N:19]=1)[CH3:13])(OCC)=O.[O-]S([O-])(=O)=O.[Na+].[Na+].[OH-].[K+]>O1CCCC1>[CH3:13][N:12]([CH2:14][C:15]1[S:16][CH:17]=[C:18]([CH2:20][OH:21])[N:19]=1)[CH3:7] |f:0.1.2.3.4.5,7.8.9,10.11|. Procedure: To a cooled suspension of lithium aluminum hydride (8.4 g; 0.22 mole) in 80 ml of dry tetrahydrofuran was added a solution of 2-(N-carbethoxy-N-methylamino)methyl-4-carbethoxythiazole (20.0 g; 0.07 mole) [prepared in Step C] in 160 ml of dry tetrahydrofuran over a 1 hour period. The reaction mixture was heated at reflux temperature for 8 hours, then cooled and decomposed with Na2SO4 and 40% aqueous potassium hydroxide. The mixture was filtered, dried and evaporated under reduced pressure to give... Reactants: BrB(Br)Br, ClCCl, COc1ccc(F)cc1C(C)(C)CC(O)(Cc1ccccc1)C(=O)Nc1ccc2c(c1)COC2=O. Product: CC(C)(CC(O)(Cc1ccccc1)C(=O)Nc1ccc2c(c1)COC2=O)c1cc(F)ccc1O. As a reaction SMILES: [B:36]([Br:37])([Br:38])[Br:39].[CH2:40]([Cl:41])[Cl:42].[O:1]=[C:2]1[O:3][CH2:4][c:5]2[cH:6][c:7]([NH:11][C:12]([C:13]([CH2:14][C:15]([CH3:16])([CH3:17])[c:18]3[c:19]([O:25][CH3:26])[cH:20][cH:21][c:22]([F:24])[cH:23]3)([OH:27])[CH2:28][c:29]3[cH:30][cH:31][cH:32][cH:33][cH:34]3)=[O:35])[cH:8][cH:9][c:10]21>>[O:1]=[C:2]1[O:3][CH2:4][c:5]2[cH:6][c:7]([NH:11][C:12]([C:13]([CH2:14][C:15]([CH3:16])([CH3:17])[c:18]3[c:19]([OH:25])[cH:20][cH:21][c:22]([F:24])[cH:23]3)([OH:27])[CH2:28][c:29]3[cH:30][cH:31][cH:32][cH:33][cH:34]3)=[O:35])[cH:8][cH:9][c:10]21. Yields the product CC(=O)N(C)C1CCN(Cc2nc3c(N4CCOCC4)nc(-n4c(C)nc5ccccc54)nc3n2C)C1. RXN SMILES: [Br:1][CH2:2][c:3]1[n:4]([CH3:28])[c:5]2[n:6][c:7](-[n:18]3[c:19]([CH3:27])[n:20][c:21]4[c:22]3[cH:23][cH:24][cH:25][cH:26]4)[n:8][c:9]([N:12]3[CH2:13][CH2:14][O:15][CH2:16][CH2:17]3)[c:10]2[n:11]1.[CH3:29][N:30]([C:31]([CH3:32])=[O:33])[CH:34]1[CH2:35][NH:36][CH2:37][CH2:38]1>>[CH2:2]([c:3]1[n:4]([CH3:28])[c:5]2[n:6][c:7](-[n:18]3[c:19]([CH3:27])[n:20][c:21]4[c:22]3[cH:23][cH:24][cH:25][cH:26]4)[n:8][c:9]([N:12]3[CH2:13][CH2:14][O:15][CH2:16][CH2:17]3)[c:10]2[n:11]1)[N:36]1[CH2:35][CH:34]([N:30]([CH3:29])[C:31]([CH3:32])=[O:33])[CH2:38][CH2:37]1. Reactants: Cc1nc2ccccc2n1-c1nc(N2CCOCC2)c2nc(CBr)n(C)c2n1, CC(=O)N(C)C1CCNC1. Reactants: C(=O)(O)[O-].[Na+] (NaHCO3), Cl.N[C@H](C(=O)N[C@H](C(=O)N1[C@@H](CCC1)C(=O)NC=1C=C2C(=NC=NC2=CC1OC)NC1=C(C(=C(C=C1)F)Cl)F)C(C)(C)C)C ((S)-1-((S)-2-((S)-2-aminopropanamido)-3,3-dimethylbutanoyl)-N-(4-(3-chloro-2,4-difluorophenylamino)-7-methoxyquinazolin-6-yl)pyrrolidine-2-carboxamide hydrochloride), C(=O)(O)[O-].[Na+] (NaHCO3), O (H2O), C(C=C)(=O)Cl (acryloyl chloride). Run in C1CCOC1 (THF). Run at temperature 0 celsius, time 30 minute. The product is Cl.C(C=C)(=O)N[C@H](C(=O)N[C@H](C(=O)N1[C@@H](CCC1)C(=O)NC=1C=C2C(=NC=NC2=CC1OC)NC1=C(C(=C(C=C1)F)Cl)F)C(C)(C)C)C ((S)-1-((S)-2-((S)-2-acrylamidopropanamido)-3,3-dimethylbutanoyl)-N-(4-(3-chloro-2,4-difluorophenylamino)-7-methoxyquinazolin-6-yl)pyrrolidine-2-carboxamide hydrochloride). Isolated yield 92.0%. As a reaction SMILES: Cl.[NH2:2][C@@H:3]([CH3:44])[C:4]([NH:6][C@@H:7]([C:40]([CH3:43])([CH3:42])[CH3:41])[C:8]([N:10]1[CH2:14][CH2:13][CH2:12][C@H:11]1[C:15]([NH:17][C:18]1[CH:19]=[C:20]2[C:25](=[CH:26][C:27]=1[O:28][CH3:29])[N:24]=[CH:23][N:22]=[C:21]2[NH:30][C:31]1[CH:36]=[CH:35][C:34]([F:37])=[C:33]([Cl:38])[C:32]=1[F:39])=[O:16])=[O:9])=[O:5].C([O-])(O)=O.[Na+].O.[C:51](Cl)(=[O:54])[CH:52]=[CH2:53]>C1COCC1>[ClH:38].[C:51]([NH:2][C@@H:3]([CH3:44])[C:4]([NH:6][C@@H:7]([C:40]([CH3:43])([CH3:42])[CH3:41])[C:8]([N:10]1[CH2:14][CH2:13][CH2:12][C@H:11]1[C:15]([NH:17][C:18]1[CH:19]=[C:20]2[C:25](=[CH:26][C:27]=1[O:28][CH3:29])[N:24]=[CH:23][N:22]=[C:21]2[NH:30][C:31]1[CH:36]=[CH:35][C:34]([F:37])=[C:33]([Cl:38])[C:32]=1[F:39])=[O:16])=[O:9])=[O:5])(=[O:54])[CH:52]=[CH2:53] |f:0.1,2.3,7.8|. Reported procedure: The compound (30 mg, 0.046 mmol) obtained in Example 12 and NaHCO3 (11.6 mg, 0.14 mmol) were dissolved in THF (0.8 mL): H2O (0.2 mL), and acryloyl chloride (0.004 mL, 0.046 mmol) was added thereto at 0° C. The mixture was stirred at 0° C. for 30 min, and an aqueous solution of NaHCO3 was added thereto, followed by washing several times with chloroform. The organic layer was dried over sodium sulfate, filtered and distilled under reduced pressure, and purified by column chromatography to obtain t... Reactants: [Br-], CCOCC, [Li]C, [Li+], c1cc2c(cn1)CCCC2. The product is Cc1nccc2c1CCCC2. Reaction SMILES: [Br-:11].[CH2:15]([O:16][CH2:17][CH3:18])[CH3:19].[CH3:13][Li:14].[Li+:12].[cH:1]1[n:2][cH:3][cH:4][c:5]2[c:10]1[CH2:9][CH2:8][CH2:7][CH2:6]2>>[c:1]1([CH3:13])[n:2][cH:3][cH:4][c:5]2[c:10]1[CH2:9][CH2:8][CH2:7][CH2:6]2.